Dataset: the Open Reaction Database (ORD), a public repository of structured organic reaction records. Task: describe an organic reaction: reactants, conditions, products, and yield Starting materials: NN (hydrazine), ClC1=CC=CC(=N1)C1=NC=CC=C1 (6'-chloro-2,2'-bipyridine), NN (hydrazine), NN (hydrazine). Solvent: N1=CC=CC=C1 (pyridine). Yields the product N(N)C1=CC=CC(=N1)C1=NC=CC=C1 (6'-hydrazino-2,2'-bipyridine). Reaction SMILES: Cl[C:2]1[N:7]=[C:6]([C:8]2[CH:13]=[CH:12][CH:11]=[CH:10][N:9]=2)[CH:5]=[CH:4][CH:3]=1.[NH2:14][NH2:15]>N1C=CC=CC=1>[NH:14]([C:2]1[N:7]=[C:6]([C:8]2[CH:13]=[CH:12][CH:11]=[CH:10][N:9]=2)[CH:5]=[CH:4][CH:3]=1)[NH2:15]. Procedure details: A mixture of 4.0 g of 6'-chloro-2,2'-bipyridine and 10 ml of anhydrous hydrazine in 50 ml of dry pyridine was refluxed for 48 hours. Additional hydrazine (10 ml) was added and the solution was refluxed for an additional 72 hours while 5 ml portions of hydrazine were added at 18 hour intervals. The volatiles were removed under vacuum, the residue dissolved in ether, dried over sodium sulfate and concentrated to a solid. This solid was recrystallized from ether-heptane, giving 3.0 g of 6'-hydrazin... Reactants: ClC(Cl)Cl, [Na+], COc1cnc2ccc(=O)n(CC3OCCO3)c2c1, [OH-], O=C(O)C(F)(F)F. The product is COc1cnc2ccc(=O)n(CC=O)c2c1. Reaction SMILES: [CH:29]([Cl:30])([Cl:31])[Cl:32].[Na+:28].[O:8]1[CH:9]([CH2:13][n:14]2[c:15](=[O:26])[cH:16][cH:17][c:18]3[n:19][cH:20][c:21]([O:24][CH3:25])[cH:22][c:23]23)[O:12][CH2:11][CH2:10]1.[OH-:27].[OH:1][C:2]([C:3]([F:4])([F:5])[F:6])=[O:7]>>[O:8]=[CH:9][CH2:13][n:14]1[c:15](=[O:26])[cH:16][cH:17][c:18]2[n:19][cH:20][c:21]([O:24][CH3:25])[cH:22][c:23]12. Reactants: Br, COc1cc2c(cc1C)CCN(C)C2C1(c2ccccn2)CC1, CC(=O)O. The product is Cc1cc2c(cc1O)C(C1(c3ccccn3)CC1)N(C)CC2. RXN SMILES: [BrH:24].[CH3:1][O:2][c:3]1[c:4]([CH3:23])[cH:5][c:6]2[c:11]([cH:12]1)[CH:10]([C:13]1([c:16]3[n:17][cH:18][cH:19][cH:20][cH:21]3)[CH2:14][CH2:15]1)[N:9]([CH3:22])[CH2:8][CH2:7]2.[CH3:25][C:26](=[O:27])[OH:28]>>[OH:2][c:3]1[c:4]([CH3:23])[cH:5][c:6]2[c:11]([cH:12]1)[CH:10]([C:13]1([c:16]3[n:17][cH:18][cH:19][cH:20][cH:21]3)[CH2:14][CH2:15]1)[N:9]([CH3:22])[CH2:8][CH2:7]2. As a reaction SMILES: [CH2:1]([c:2]1[cH:3][cH:4][cH:5][cH:6][cH:7]1)[O:8][C:9]([CH:10]([CH2:11][C:12](=[O:13])[O:14][C:15]([CH3:16])([CH3:17])[CH3:18])[CH2:19][c:20]1[cH:21][cH:22][cH:23][cH:24][cH:25]1)=[O:26].[Cl:34][CH2:35][Cl:36].[OH:27][C:28]([C:29]([F:30])([F:31])[F:32])=[O:33]>>[CH2:1]([c:2]1[cH:3][cH:4][cH:5][cH:6][cH:7]1)[O:8][C:9]([CH:10]([CH2:11][C:12](=[O:13])[OH:14])[CH2:19][c:20]1[cH:21][cH:22][cH:23][cH:24][cH:25]1)=[O:26]. Yields the product O=C(O)CC(Cc1ccccc1)C(=O)OCc1ccccc1. Starting materials: CC(C)(C)OC(=O)CC(Cc1ccccc1)C(=O)OCc1ccccc1, ClCCl, O=C(O)C(F)(F)F.